Dataset: the Open Reaction Database (ORD), a public repository of structured organic reaction records. Task: describe an organic reaction: reactants, conditions, products, and yield Yields the product C(C)OC(=O)C=1C(=NC=NC1)C(=O)C1=CC=C(C=C1)OC (4-(4-methoxyphenylcarbonyl)pyrimidine-5-carboxylic acid ethyl ester). Reactants: COC1=CC=C(C=C1)[Mg]Br (4-methoxyphenyl magnesium bromide), Cl (HCl), C(C)OC(=O)C1=NC=NC=C1C(=O)OCC (pyrimidine-4,5-dicarboxylic acid diethyl ester). Run at temperature -78 celsius, time 30 minute. Reported procedure: To a THF solution(30 ml) of pyrimidine-4,5-dicarboxylic acid diethyl ester(1.46 g,6.52 mmol) which was prepared by the method described in the literature(Chem. Pharm. Bull.,1972,20,1513-1521) was added a THF solution of 4-methoxyphenyl magnesium bromide (1.25M,5.47 ml) dropwise at -78° C. The reaction solution was stirred at -78° C. for 30 min, treated with 1N HCl and extracted with AcOEt. The organic layer was washed with brine and dried over MgSO4. After removal of the solvent under reduced pr... Run in C1CCOC1 (THF), C1CCOC1 (THF). As a reaction SMILES: C(O[C:4]([C:6]1[C:11]([C:12]([O:14][CH2:15][CH3:16])=[O:13])=[CH:10][N:9]=[CH:8][N:7]=1)=[O:5])C.[CH3:17][O:18][C:19]1[CH:24]=[CH:23][C:22]([Mg]Br)=[CH:21][CH:20]=1.Cl>C1COCC1>[CH2:15]([O:14][C:12]([C:11]1[C:6]([C:4]([C:22]2[CH:23]=[CH:24][C:19]([O:18][CH3:17])=[CH:20][CH:21]=2)=[O:5])=[N:7][CH:8]=[N:9][CH:10]=1)=[O:13])[CH3:16]. The reactants are O=C1CCC(=O)N1Br, CC#N, Nc1ccc(C(F)F)nc1, O. Yields the product Nc1ccc(C(F)F)nc1Br. As a reaction SMILES: [Br:11][N:12]1[C:13](=[O:14])[CH2:15][CH2:16][C:17]1=[O:18].[CH3:20][C:21]#[N:22].[F:1][CH:2]([c:3]1[cH:4][cH:5][c:6]([NH2:9])[cH:7][n:8]1)[F:10].[OH2:19]>>[F:1][CH:2]([c:3]1[cH:4][cH:5][c:6]([NH2:9])[c:7]([Br:11])[n:8]1)[F:10]. The reactants are COC1=CC=C(C#N)C=C1 (4-methoxybenzonitrile), C[O-].[Na+] (sodium methoxide), [Cl-].[NH4+] (Ammonium chloride). Run in CO (methanol). Reaction conditions: time 5 day. The product is Cl.COC1=CC=C(C(=N)N)C=C1 (4-Methoxybenzamidine Monohydrochloride). Isolated yield 26.9%. Reaction SMILES: [CH3:1][O:2][C:3]1[CH:10]=[CH:9][C:6]([C:7]#[N:8])=[CH:5][CH:4]=1.C[O-].[Na+].[Cl-:14].[NH4+:15]>CO>[ClH:14].[CH3:1][O:2][C:3]1[CH:10]=[CH:9][C:6]([C:7]([NH2:15])=[NH:8])=[CH:5][CH:4]=1 |f:1.2,3.4,6.7|. Reported procedure: To a solution of 4-methoxybenzonitrile (10.0 g) in methanol (75 ml) was added sodium methoxide (0.41 g) and the reaction was stirred at room temperature for 5 days. Ammonium chloride (4.6 g) was added and the reaction was stirred overnight. The reaction was filtered and the filtrate concentrated to an oil. After the addition of ether the off-white precipitate was collected and dried to yield the title compound (3.77 g). Electrospray MS m/z 151 [M+H]+. Product: BrC(Br)=Cc1ccc2ccccc2n1. Reaction SMILES: [C:13]([Br:14])([Br:15])([Br:16])[Br:17].[CH:1](=[O:2])[c:3]1[n:4][c:5]2[cH:6][cH:7][cH:8][cH:9][c:10]2[cH:11][cH:12]1.[c:18]1([P:19]([c:20]2[cH:21][cH:22][cH:23][cH:24][cH:25]2)[c:26]2[cH:27][cH:28][cH:29][cH:30][cH:31]2)[cH:32][cH:33][cH:34][cH:35][cH:36]1>>[CH:1]([c:3]1[n:4][c:5]2[cH:6][cH:7][cH:8][cH:9][c:10]2[cH:11][cH:12]1)=[C:13]([Br:14])[Br:15]. The reactants are BrC(Br)(Br)Br, O=Cc1ccc2ccccc2n1, c1ccc(P(c2ccccc2)c2ccccc2)cc1. The reactants are FC1=CC=C2C=3C(CCCC3NC2=C1)=O (7-fluoro-1,2,3,9-tetrahydro-4H-carbazol-4-one), CN(C)C=O (DMF). Run at time 1.5 hour. The product is FC1=CC=C2C=3C(CCCC3N(C2=C1)C)=O (7-Fluoro-1,2,3,9-tetrahydro-9-methyl-4H-carbazol-4-one). RXN SMILES: [F:1][C:2]1[CH:14]=[C:13]2[C:5]([C:6]3[C:7](=[O:15])[CH2:8][CH2:9][CH2:10][C:11]=3[NH:12]2)=[CH:4][CH:3]=1.[CH3:16]N(C=O)C>>[F:1][C:2]1[CH:14]=[C:13]2[C:5]([C:6]3[C:7](=[O:15])[CH2:8][CH2:9][CH2:10][C:11]=3[N:12]2[CH3:16])=[CH:4][CH:3]=1. Procedure details: A solution of 7-fluoro-1,2,3,9-tetrahydro-4H-carbazol-4-one (1.0 g) in dry DMF (8 ml) was added dropwise to a stirred, ice-cooled suspension of pre-washed (hexane: 2×10 ml) sodium hydride (78% dispersion in oil; 175 mg) in dry DMF (5 ml) under nitrogen and stirring was continued at room temperature for 1.5 h. The solution was cooled to 0°, iodomethane (0.35 ml) was added dropwise and stirring was continued at 0° for 2 h. The suspension was poured into 8% aqueous sodium bicarbonate (30 ml) extrac... Starting materials: C(C1=CC=CC=C1)[C@@H]1N(C(OC1)(C)C)C(C(O)C1=CN(C=C1)C1=CC=C(C=C1)C1=CC=CC=C1)=O (1-(4(S)-benzyl-2,2-dimethyl-oxazolidin-3-yl)-2-(biphenyl-4-yl-1H-pyrrol-3-yl)-2-hydroxy-ethanone), C(C)OC(C(=O)C1=CC=C(O1)C1=CC=C(C=C1)C1=CC=CC=C1)=O (2-(2-biphenyl-4-yl-furan-5-yl)-2-oxoacetic acid ethyl ester), [BH4-].[Na+] (NaBH4). The product is C(C)OC(C(O)C1=CC=C(O1)C1=CC=C(C=C1)C1=CC=CC=C1)=O (2-(2-biphenyl-4-yl-furan-5-yl)-2-hydroxy-acetic acid ethyl ester). RXN SMILES: C([C@H]1COC(C)(C)N1C(=O)C(C1C=CN(C2C=CC(C3C=CC=CC=3)=CC=2)C=1)O)C1C=CC=CC=1.[CH2:36]([O:38][C:39](=[O:59])[C:40]([C:42]1[O:46][C:45]([C:47]2[CH:52]=[CH:51][C:50]([C:53]3[CH:58]=[CH:57][CH:56]=[CH:55][CH:54]=3)=[CH:49][CH:48]=2)=[CH:44][CH:43]=1)=[O:41])[CH3:37].[BH4-].[Na+]>>[CH2:36]([O:38][C:39](=[O:59])[CH:40]([C:42]1[O:46][C:45]([C:47]2[CH:52]=[CH:51][C:50]([C:53]3[CH:58]=[CH:57][CH:56]=[CH:55][CH:54]=3)=[CH:49][CH:48]=2)=[CH:44][CH:43]=1)[OH:41])[CH3:37] |f:2.3|. Procedure details: According to the procedure described in Example 13 for the preparation of 1-(4(S)-benzyl-2,2-dimethyl-oxazolidin-3-yl)-2-(biphenyl-4-yl-1H-pyrrol-3-yl)-2-hydroxy-ethanone, 2-(2-biphenyl-4-yl-furan-5-yl)-2-oxoacetic acid ethyl ester was reduced with NaBH4 to give in quantitative yield 2-(2-biphenyl-4-yl-furan-5-yl)-2-hydroxy-acetic acid ethyl ester as a yellow solid, mp 75-80° C. (d), which was used crude without purification. The reactants are ClC1=NC(=NC=C1I)N=CN(C(C)C)C(C)C (4-chloro-2-diisopropylaminomethyleneamino-5-iodopyrimidine), C1(=CC=CC=C1)C#C (phenylacetylene). Reagents/catalysts: [Cu](I)I (copper iodide), Cl[Pd]([P](C1=CC=CC=C1)(C2=CC=CC=C2)C3=CC=CC=C3)([P](C4=CC=CC=C4)(C5=CC=CC=C5)C6=CC=CC=C6)Cl (dichlorobis(triphenylphosphine)palladium). Run in C(C)N(CC)CC (triethylamine). Reaction conditions: time 2 day. The product is ClC1=NC(=NC=C1C#CC1=CC=CC=C1)N=CN(C(C)C)C(C)C (4-chloro-2-diisopropylaminomethyleneamino-5-phenylethynylpyrimidine). As a reaction SMILES: [Cl:1][C:2]1[C:7](I)=[CH:6][N:5]=[C:4]([N:9]=[CH:10][N:11]([CH:15]([CH3:17])[CH3:16])[CH:12]([CH3:14])[CH3:13])[N:3]=1.[C:18]1([C:24]#[CH:25])[CH:23]=[CH:22][CH:21]=[CH:20][CH:19]=1>[Cu](I)I.Cl[Pd](Cl)([P](C1C=CC=CC=1)(C1C=CC=CC=1)C1C=CC=CC=1)[P](C1C=CC=CC=1)(C1C=CC=CC=1)C1C=CC=CC=1.C(N(CC)CC)C>[Cl:1][C:2]1[C:7]([C:25]#[C:24][C:18]2[CH:23]=[CH:22][CH:21]=[CH:20][CH:19]=2)=[CH:6][N:5]=[C:4]([N:9]=[CH:10][N:11]([CH:15]([CH3:17])[CH3:16])[CH:12]([CH3:14])[CH3:13])[N:3]=1 |^1:31,50|. Procedure details: A mixture of 2.46 g 4-chloro-2-diisopropylaminomethyleneamino-5-iodopyrimidine, 7.5 mL triethylamine, 0.064 g copper iodide, 0.12 g dichlorobis(triphenyl)phosphine palladium II and 0.9 mL phenylacetylene was stirred under nitrogen at room temperature for two days. The dark brown mixture was evaporated in vacuo at a bath temperature of 30–35° C. The residue was partitioned between dichloromethane and water. The organic phase was washed thrice with water, dried over sodium sulfate, filtered and ev... Starting materials: O (water), ClC=1C=CC=2N(N1)C(NN2)=O (6-chloro[1,2,4]triazolo[4,3-b]pyridazin-3(2H)-one), ClC(C1=CC=CC=C1)(C1=CC=CC=C1)C1=CC=CC=C1 (chlorotriphenylmethane), C(C)N(C(C)C)C(C)C (N-ethyldiisopropylamine). Run in CN(C=O)C (N,N-dimethylformamide). Reaction conditions: time 2 day. Yields the product ClC=1C=CC=2N(N1)C(N(N2)C(C2=CC=CC=C2)(C2=CC=CC=C2)C2=CC=CC=C2)=O (6-Chloro-2-triphenylmethyl[1,2,4]triazolo[4,3-b]pyridazin-3(2H)-one). Isolated yield 71.6%. Reaction SMILES: [Cl:1][C:2]1[CH:3]=[CH:4][C:5]2[N:6]([C:8](=[O:11])[NH:9][N:10]=2)[N:7]=1.Cl[C:13]([C:26]1[CH:31]=[CH:30][CH:29]=[CH:28][CH:27]=1)([C:20]1[CH:25]=[CH:24][CH:23]=[CH:22][CH:21]=1)[C:14]1[CH:19]=[CH:18][CH:17]=[CH:16][CH:15]=1.C(N(C(C)C)C(C)C)C.O>CN(C)C=O>[Cl:1][C:2]1[CH:3]=[CH:4][C:5]2[N:6]([C:8](=[O:11])[N:9]([C:13]([C:14]3[CH:19]=[CH:18][CH:17]=[CH:16][CH:15]=3)([C:26]3[CH:27]=[CH:28][CH:29]=[CH:30][CH:31]=3)[C:20]3[CH:21]=[CH:22][CH:23]=[CH:24][CH:25]=3)[N:10]=2)[N:7]=1. Reported procedure: 0.341 g of 6-chloro[1,2,4]triazolo[4,3-b]pyridazin-3(2H)-one and 0.669 g of chlorotriphenylmethane were dissolved in 5 ml of N,N-dimethylformamide; 0.414 ml of N-ethyldiisopropylamine was added, followed by stirring at room temperature for 2 days. After water was added, the reaction mixture was extracted with ethyl acetate; the extract was washed with saline and dried over magnesium sulfate. After concentration under reduced pressure, the residue was subjected to silica gel column chromatography... Starting materials: CN(C)C=O, [H-], O=[N+]([O-])c1ccc2[nH]ccc2c1, [Na+], ClC1CCCCO1, O. Product: O=[N+]([O-])c1ccc2c(ccn2C2CCCCO2)c1. As a reaction SMILES: [CH3:23][N:24]([CH3:25])[CH:26]=[O:27].[H-:2].[N+:3](=[O:4])([O-:5])[c:6]1[cH:7][c:8]2[cH:9][cH:10][nH:11][c:12]2[cH:13][cH:14]1.[Na+:1].[O:15]1[CH:16]([Cl:21])[CH2:17][CH2:18][CH2:19][CH2:20]1.[OH2:22]>>[N+:3](=[O:4])([O-:5])[c:6]1[cH:7][c:8]2[cH:9][cH:10][n:11]([CH:16]3[O:15][CH2:20][CH2:19][CH2:18][CH2:17]3)[c:12]2[cH:13][cH:14]1.